This data is from the Open Reaction Database (ORD), a public repository of structured organic reaction records. The task is: describe an organic reaction: reactants, conditions, products, and yield Reactants: COC(=O)Cc1ccc(C(=O)Nc2ccc3c(c2)N(S(=O)(=O)c2cc(Cl)ccc2OC)CCC3)cc1, CO, [Li+], C1CCOC1, [OH-], O. The product is COc1ccc(Cl)cc1S(=O)(=O)N1CCCc2ccc(NC(=O)c3ccc(CC(=O)O)cc3)cc21. As a reaction SMILES: [CH3:1][O:2][C:3]([CH2:4][c:5]1[cH:6][cH:7][c:8]([C:11]([NH:12][c:13]2[cH:14][cH:15][c:16]3[c:21]([cH:22]2)[N:20]([S:23](=[O:24])(=[O:25])[c:26]2[c:27]([O:33][CH3:34])[cH:28][cH:29][c:30]([Cl:32])[cH:31]2)[CH2:19][CH2:18][CH2:17]3)=[O:35])[cH:9][cH:10]1)=[O:36].[CH3:45][OH:46].[Li+:38].[O:40]1[CH2:41][CH2:42][CH2:43][CH2:44]1.[OH-:37].[OH2:39]>>[O:2]=[C:3]([CH2:4][c:5]1[cH:6][cH:7][c:8]([C:11]([NH:12][c:13]2[cH:14][cH:15][c:16]3[c:21]([cH:22]2)[N:20]([S:23](=[O:24])(=[O:25])[c:26]2[c:27]([O:33][CH3:34])[cH:28][cH:29][c:30]([Cl:32])[cH:31]2)[CH2:19][CH2:18][CH2:17]3)=[O:35])[cH:9][cH:10]1)[OH:36]. Reactants: FC1=C(C(SC1=O)=O)F (difluoro-2,5-dihydrothiophene-2,5-dione), FC1(C(=C(C(S1)=O)F)F)F (tetrafluoro-2,5-dihydrothiophene-2-one), FC1(C(=C(C(S1)(F)F)F)F)F (hexafluoro-2,5-dihyrothiophene), FC1(C(=C(C(S1)(F)F)F)F)F (hexafluoro-2,5-dihydrothiophene). Product: F/C/1=C(/C(=O)OC1=O)\F (difluoromaleic anhydride). As a reaction SMILES: [F:1][C:2]1[C:6](=[O:7])S[C:4](=[O:8])[C:3]=1[F:9].FC1(F)SC(=[O:16])C(F)=C1F.FC1(F)SC(F)(F)C(F)=C1F>>[F:1][C:2]1=[C:3]([F:9])[C:4]([O:7][C:6]1=[O:16])=[O:8]. Procedure: Both difluoro-2,5-dihydrothiophene-2,5-dione and tetrafluoro-2,5-dihydrothiophene-2-one are made by the reaction of SO3 with hexafluoro-2,5-dihyrothiophene (Example 3, infra). Thus reaction of the hexafluoro-2,5-dihydrothiophene with SO3 under reaction conditions less vigorous than those reported herein that produce difluoromaleic anhydride will produce difluoro-2,5-dihydrothiophene-2,5-dione and/or tetrafluoro-2,5-dihydrothiophene-2-one. Less vigorous conditions include one or more of lower rea... Reported procedure: Using a procedure similar to that described in Example 17, but starting with 2-[(3-methylphenyl)ureido]acetic acid (2.08 g), tert-butyl 2-[(3-trifluoromethylthiophenyl)amino]acetate (3.07 g) and sulphinyl chloride (1.3 g), and after recrystallisation in diisopropyl ether, tert-butyl 2-{2-[3-(3-methylphenyl)ureido]-N-(3-trifluoromethylthiophenyl)acetamido}acetate (0.8 g), m.p. 112° C., is obtained. As a reaction SMILES: [CH3:1][C:2]1[CH:3]=[C:4]([NH:8][C:9](=[O:15])[NH:10][CH2:11][C:12]([OH:14])=O)[CH:5]=[CH:6][CH:7]=1.[F:16][C:17]([F:35])([F:34])[S:18][C:19]1[CH:20]=[C:21]([NH:25][CH2:26][C:27]([O:29][C:30]([CH3:33])([CH3:32])[CH3:31])=[O:28])[CH:22]=[CH:23][CH:24]=1.S(Cl)(Cl)=O>>[CH3:1][C:2]1[CH:3]=[C:4]([NH:8][C:9](=[O:15])[NH:10][CH2:11][C:12]([N:25]([CH2:26][C:27]([O:29][C:30]([CH3:33])([CH3:32])[CH3:31])=[O:28])[C:21]2[CH:22]=[CH:23][CH:24]=[C:19]([S:18][C:17]([F:35])([F:16])[F:34])[CH:20]=2)=[O:14])[CH:5]=[CH:6][CH:7]=1. The product is CC=1C=C(C=CC1)NC(NCC(=O)N(C1=CC(=CC=C1)SC(F)(F)F)CC(=O)OC(C)(C)C)=O (tert-butyl 2-{2-[3-(3-methylphenyl)ureido]-N-(3-trifluoromethylthiophenyl)acetamido}acetate). The yield is 16.1%. Starting materials: CC=1C=C(C=CC1)NC(NCC(=O)O)=O (2-[(3-methylphenyl)ureido]acetic acid), FC(SC=1C=C(C=CC1)NCC(=O)OC(C)(C)C)(F)F (tert-butyl 2-[(3-trifluoromethylthiophenyl)amino]acetate), S(=O)(Cl)Cl (sulphinyl chloride). Reactants: N1=CC=CC=C1 (Pyridine), N (ammonia), NC=1C(=CC(=C(C1)N1C=C(C(C2=CC(=C(C(=C12)C)F)[N+](=O)[O-])=O)C(=O)O)F)F (1-(5-amino-2,4-difluorophenyl)-7-fluoro-8-methyl-6-nitro-4-oxo-1,4-dihydroquinoline-3-carboxylic acid), N (ammonia). Run in C(C)OCC (Diethyl ether). Reaction conditions: temperature 50 celsius, time 2 day. Product: NC1=C(C=C2C(C(=CN(C2=C1C)C1=C(C=C(C(=C1)N)F)F)C(=O)O)=O)[N+](=O)[O-] (7-Amino-1-(5-amino-2,4-difluorophenyl)-8-methyl-6-nitro-4-oxo-1,4-dihydroquinoline-3-carboxylic Acid). As a reaction SMILES: [N:1]1C=CC=CC=1.N.[NH2:8][C:9]1[C:10]([F:35])=[CH:11][C:12]([F:34])=[C:13]([N:15]2[C:24]3[C:19](=[CH:20][C:21]([N+:27]([O-:29])=[O:28])=[C:22](F)[C:23]=3[CH3:25])[C:18](=[O:30])[C:17]([C:31]([OH:33])=[O:32])=[CH:16]2)[CH:14]=1>C(OCC)C>[NH2:1][C:22]1[C:23]([CH3:25])=[C:24]2[C:19]([C:18](=[O:30])[C:17]([C:31]([OH:33])=[O:32])=[CH:16][N:15]2[C:13]2[CH:14]=[C:9]([NH2:8])[C:10]([F:35])=[CH:11][C:12]=2[F:34])=[CH:20][C:21]=1[N+:27]([O-:29])=[O:28]. Reported procedure: Pyridine (1.0 ml) and 28% aqueous ammonia (100 mg) were added to 1-(5-amino-2,4-difluorophenyl)-7-fluoro-8-methyl-6-nitro-4-oxo-1,4-dihydroquinoline-3-carboxylic acid (100 mg), and the mixture was stirred at 50° C. for 2 days. Additional 28% aqueous ammonia (0.5 ml) was added, and the mixture was further stirred overnight at 50° C. Diethyl ether was added to the reaction mixture, followed by stirring. A supernatant liquid was removed, and ethanol was added to the residue. Solids deposited were c... Starting materials: CCOCC, CN1CCN(CCCC#N)CC1, ClCCl, Cc1ccccc1I. As a reaction SMILES: [CH3:21][CH2:22][O:23][CH2:24][CH3:25].[CH3:9][N:10]1[CH2:11][CH2:12][N:13]([CH2:16][CH2:17][CH2:18][C:19]#[N:20])[CH2:14][CH2:15]1.[Cl:26][CH2:27][Cl:28].[I:1][c:2]1[c:3]([CH3:8])[cH:4][cH:5][cH:6][cH:7]1>>[c:2]1([C:19]([CH2:18][CH2:17][CH2:16][N:13]2[CH2:12][CH2:11][N:10]([CH3:9])[CH2:15][CH2:14]2)=[O:23])[c:3]([CH3:8])[cH:4][cH:5][cH:6][cH:7]1. Yields the product Cc1ccccc1C(=O)CCCN1CCN(C)CC1. Reagents/catalysts: C(C)(=O)[O-].[Pd+2].C(C)(=O)[O-] (palladium (II) acetate), [C-]#N.[Zn+2].[C-]#N (zinc cyanide). Yield: 89.0%. RXN SMILES: C1(P(C2C=CC=CC=2)C2C=CC=CC=2)C=CC=CC=1.Br[C:21]1[CH:22]=[CH:23][C:24](F)=[C:25]([CH:30]=1)[C:26]([O:28][CH3:29])=[O:27].BrC1C=CC([F:42])=C(C=1)C(O)=O.C[N:44]([CH:46]=O)C>C([O-])(=O)C.[Pd+2].C([O-])(=O)C.[C-]#N.[Zn+2].[C-]#N>[C:46]([C:21]1[CH:30]=[C:25]([CH:24]=[CH:23][C:22]=1[F:42])[C:26]([O:28][CH3:29])=[O:27])#[N:44] |f:4.5.6,7.8.9|. Procedure: Triphenylphosphine polymer bound (200 mg; 0.60 mmol; 0.15 eq.), palladium (II) acetate (60.17 mg; 0.27 mmol; 0.07 eq.) and DMF (12 mL) were first mixed in a microwave vial, purged with N2 and let stirring at RT for 2 h. The vial was then opened, zinc cyanide (469.70 mg; 4 mmol; 1 eq.) and methyl 5-bromo-2-fluorobenzoate, prepared from literature procedure starting from 5-bromo-2-fluorobenzoic acid (COMBI-BLOCKS; CA-4097) (932.15 mg; 4 mmol; 1 eq.), were added and the resulting mixture was purged... The product is C(#N)C=1C=C(C(=O)OC)C=CC1F (methyl 3-cyano-4-fluorobenzoate). Starting materials: C1(=CC=CC=C1)P(C1=CC=CC=C1)C1=CC=CC=C1 (Triphenylphosphine), CN(C)C=O (DMF), BrC=1C=CC(=C(C(=O)O)C1)F (5-bromo-2-fluorobenzoic acid), BrC=1C=CC(=C(C(=O)OC)C1)F (methyl 5-bromo-2-fluorobenzoate). Reaction conditions: time 2 hour. The reactants are ClCC=1OC2=C(C1)C=CC=C2 (2-Chloromethylbenzofuran), [C-]#N.[Na+] (sodium cyanide), C(Cl)Cl (methylene chloride). Run in CS(=O)C (dimethyl sulfoxide). Reaction conditions: time 60 minute. The product is C(#N)CC=1OC2=C(C1)C=CC=C2 (2-Cyanomethylbenzofuran). Reaction SMILES: Cl[CH2:2][C:3]1[O:4][C:5]2[CH:11]=[CH:10][CH:9]=[CH:8][C:6]=2[CH:7]=1.[C-:12]#[N:13].[Na+].C(Cl)Cl>CS(C)=O>[C:12]([CH2:2][C:3]1[O:4][C:5]2[CH:11]=[CH:10][CH:9]=[CH:8][C:6]=2[CH:7]=1)#[N:13] |f:1.2|. Procedure: Compound 5 (117 g) was added dropwise to a stirring suspension of sodium cyanide (37.64 g) in dimethyl sulfoxide (100 ml). The reactor was placed from time to time into an ice bath in order to keep the reaction temperature between 20° C. and 45° C. Addition lasted 60 minutes. The reaction mixture was stirred for another 16 hours, then poured into methylene chloride (500 ml), washed with water (500 ml, then 2×250 ml), and evaporated to dryness. A small sample was purified on a silica gel column, ... Starting materials: N1=CC=CC=C1 (pyridine), COC(C1=CC(C(=O)N)=CC(=C1)OC)=O (5-methoxy-isophthalamic acid methyl ester), FC(C(=O)OC(C(F)(F)F)=O)(F)F (trifluoroacetic anhydride). Solvent: ClCCl (dichloromethane). Run at temperature 0 celsius, time 20 minute. The product is COC(C1=CC(=CC(=C1)OC)C#N)=O (3-cyano-5-methoxy-benzoic acid methyl ester). Yield: 98.6%. As a reaction SMILES: [CH3:1][O:2][C:3](=[O:15])[C:4]1[CH:12]=[C:11]([O:13][CH3:14])[CH:10]=[C:6]([C:7]([NH2:9])=O)[CH:5]=1.N1C=CC=CC=1.FC(F)(F)C(OC(=O)C(F)(F)F)=O>ClCCl>[CH3:1][O:2][C:3](=[O:15])[C:4]1[CH:12]=[C:11]([O:13][CH3:14])[CH:10]=[C:6]([C:7]#[N:9])[CH:5]=1. Procedure details: A suspension of 5-methoxy-isophthalamic acid methyl ester (4.0 g, 19.1 mmol) in a dichloromethane (80 mL) at 0° C. was treated with pyridine (6.3 mL, 77.0 mmol) and then trifluoroacetic anhydride drop-wise (6.5 mL, 46 mmol). The reaction was stirred at 0° C. for 20 min. and then stirred overnight at room temperature. The reaction mixture was washed with water, 1.0 N HCl and brine, dried over anhydrous sodium sulfate, filtered and concentrated to afford 3.6 g (98%) of 3-cyano-5-methoxy-benzoic ac...